Dataset: the Open Reaction Database (ORD), a public repository of structured organic reaction records. Task: describe an organic reaction: reactants, conditions, products, and yield Reactants: CC(C)(C)OC(=O)N(Cc1cccc(C2CCNCC2)c1)C(=O)OC(C)(C)C, CC(C)(C)OC(=O)Nc1cncc(C(=O)O)c1, CCN=C=NCCCN(C)C, CN(C)C=O, CCOC(C)=O, Cl, On1nnc2cccnc21, c1ccncc1. Product: CC(C)(C)OC(=O)Nc1cncc(C(=O)N2CCC(c3cccc(CN(C(=O)OC(C)(C)C)C(=O)OC(C)(C)C)c3)CC2)c1. As a reaction SMILES: [C:1]([CH3:2])([CH3:3])([CH3:4])[O:5][C:6](=[O:7])[N:8]([C:9](=[O:10])[O:11][C:12]([CH3:13])([CH3:14])[CH3:15])[CH2:16][c:17]1[cH:18][c:19]([CH:23]2[CH2:24][CH2:25][NH:26][CH2:27][CH2:28]2)[cH:20][cH:21][cH:22]1.[C:29]([CH3:30])([CH3:31])([CH3:32])[O:33][C:34](=[O:35])[NH:36][c:37]1[cH:38][n:39][cH:40][c:41]([C:42](=[O:43])[OH:44])[cH:45]1.[CH3:57][N:58]([CH3:59])[CH2:60][CH2:61][CH2:62][N:63]=[C:64]=[N:65][CH2:66][CH3:67].[CH3:74][N:75]([CH3:76])[CH:77]=[O:78].[CH3:79][CH2:80][O:81][C:82](=[O:83])[CH3:84].[ClH:56].[OH:46][n:47]1[c:48]2[n:49][cH:50][cH:51][cH:52][c:53]2[n:54][n:55]1.[cH:68]1[cH:69][cH:70][n:71][cH:72][cH:73]1>>[C:1]([CH3:2])([CH3:3])([CH3:4])[O:5][C:6](=[O:7])[N:8]([C:9](=[O:10])[O:11][C:12]([CH3:13])([CH3:14])[CH3:15])[CH2:16][c:17]1[cH:18][c:19]([CH:23]2[CH2:24][CH2:25][N:26]([C:42]([c:41]3[cH:40][n:39][cH:38][c:37]([NH:36][C:34]([O:33][C:29]([CH3:30])([CH3:31])[CH3:32])=[O:35])[cH:45]3)=[O:43])[CH2:27][CH2:28]2)[cH:20][cH:21][cH:22]1. Starting materials: C(C)(C)(C)OC(=O)N1CCN(CC1)C=1C=C2N3C(C(N(N=C3COC2=CC1C1=C(C=CC=C1)F)COCC[Si](C)(C)C)=O)C (4-[7-(2-Fluoro-phenyl)-4-methyl-3-oxo-2-(2-trimethylsilanyl-ethoxymethyl)-2,3,4,10-tetrahydro-9-oxa-1,2,4a-triaza-phenanthren-6-yl]-piperazine-1-carboxylic acid tert-butyl ester), [F-].C(CCC)[N+](CCCC)(CCCC)CCCC (tetrabutylammonium fluoride). Run at temperature 80 celsius. Product: C(C)(C)(C)OC(=O)N1CCN(CC1)C=1C=C2N3C(C(NN=C3COC2=CC1C1=C(C=CC=C1)F)=O)C (4-[7-(2-fluoro-phenyl)-4-methyl-3-oxo-2,3,4,10-tetrahydro-9-oxa-1,2,4a-triaza-phenanthren-6-yl]-piperazine-1-carboxylic acid tert-butyl ester). The yield is 54.2%. As a reaction SMILES: [C:1]([O:5][C:6]([N:8]1[CH2:13][CH2:12][N:11]([C:14]2[CH:15]=[C:16]3[C:25](=[CH:26][C:27]=2[C:28]2[CH:33]=[CH:32][CH:31]=[CH:30][C:29]=2[F:34])[O:24][CH2:23][C:22]2[N:17]3[CH:18]([CH3:44])[C:19](=[O:43])[N:20](COCC[Si](C)(C)C)[N:21]=2)[CH2:10][CH2:9]1)=[O:7])([CH3:4])([CH3:3])[CH3:2].[F-].C([N+](CCCC)(CCCC)CCCC)CCC>>[C:1]([O:5][C:6]([N:8]1[CH2:13][CH2:12][N:11]([C:14]2[CH:15]=[C:16]3[C:25](=[CH:26][C:27]=2[C:28]2[CH:33]=[CH:32][CH:31]=[CH:30][C:29]=2[F:34])[O:24][CH2:23][C:22]2[N:17]3[CH:18]([CH3:44])[C:19](=[O:43])[NH:20][N:21]=2)[CH2:10][CH2:9]1)=[O:7])([CH3:4])([CH3:2])[CH3:3] |f:1.2|. Procedure details: 4-[7-(2-Fluoro-phenyl)-4-methyl-3-oxo-2-(2-trimethylsilanyl-ethoxymethyl)-2,3,4,10-tetrahydro-9-oxa-1,2,4a-triaza-phenanthren-6-yl]-piperazine-1-carboxylic acid tert-butyl ester (0.2 g, 0.320 mmol) was dissolved in tetrabutylammonium fluoride (1M in THF, 20 mL, 20.00 mmol) and the reaction mixture was heated at 80° C. overnight. The reaction mixture was cooled to ambient temperature, quenched by the addition of water (20 mL) and extracted with EtOAc (3×15 mL). The combined organic phase was wash...